From a dataset of the Open Reaction Database (ORD), a public repository of structured organic reaction records. describe an organic reaction: reactants, conditions, products, and yield Starting materials: CCCCC(=O)c1ccc(OC)cc1F, NN, O, CC(O)O. Yields the product CCCCCc1ccc(OC)cc1F. RXN SMILES: [C:1]([CH2:2][CH2:3][CH2:4][CH3:5])(=[O:6])[c:7]1[c:8]([F:15])[cH:9][c:10]([O:13][CH3:14])[cH:11][cH:12]1.[NH2:17][NH2:18].[OH2:16].[OH:19][CH:20]([OH:21])[CH3:22]>>[CH2:1]([CH2:2][CH2:3][CH2:4][CH3:5])[c:7]1[c:8]([F:15])[cH:9][c:10]([O:13][CH3:14])[cH:11][cH:12]1.